This data is from the Open Reaction Database (ORD), a public repository of structured organic reaction records. The task is: describe an organic reaction: reactants, conditions, products, and yield The reactants are CCO, [H][H], CCOC(=O)C=Cc1ccc(O)cc1-c1ccccc1. Product: CCOC(=O)CCc1ccc(O)cc1-c1ccccc1. As a reaction SMILES: [CH3:23][CH2:24][OH:25].[H:21][H:22].[OH:1][c:2]1[cH:3][cH:4][c:5]([CH:14]=[CH:15][C:16](=[O:17])[O:18][CH2:19][CH3:20])[c:6](-[c:8]2[cH:9][cH:10][cH:11][cH:12][cH:13]2)[cH:7]1>>[OH:1][c:2]1[cH:3][cH:4][c:5]([CH2:14][CH2:15][C:16](=[O:17])[O:18][CH2:19][CH3:20])[c:6](-[c:8]2[cH:9][cH:10][cH:11][cH:12][cH:13]2)[cH:7]1. Starting materials: BrC=1C(=C2C(=NC1)NC(=N2)C2=CC=C(C=C2)CN)N2CCN(CC2)CC=2C=NC=CC2 ((4-(6-bromo-7-(4-(pyridin-3-ylmethyl)piperazin-1-yl)-3H-imidazo[4,5-b]pyridin-2-yl)phenyl)methanamine), BrC=1C(=C2C(=NC1)NC(=N2)CCNC(OC(C)(C)C)=O)N2CCN(CC2)CC=2C=NC=CC2 (tert-butyl 2-(6-bromo-7-(4-(pyridin-3-ylmethyl)piperazin-1-yl)-3H-imidazo[4,5-b]pyridin-2-yl)ethylcarbamate), C(=O)(C(F)(F)F)O (TFA). The solvent is C(Cl)Cl (CH2Cl2). Yields the product BrC=1C(=C2C(=NC1)NC(=N2)CCN)N2CCN(CC2)CC=2C=NC=CC2 (2-(6-Bromo-7-(4-(pyridin-3-ylmethyl)piperazin-1-yl)-3H-imidazo[4,5-b]pyridin-2-yl)ethanamine). Yield: 62.1%. Reaction SMILES: BrC1C(N2CCN(CC3C=NC=CC=3)CC2)=C2N=C(C3C=CC(CN)=CC=3)NC2=NC=1.[Br:32][C:33]1[C:34]([N:52]2[CH2:57][CH2:56][N:55]([CH2:58][C:59]3[CH:60]=[N:61][CH:62]=[CH:63][CH:64]=3)[CH2:54][CH2:53]2)=[C:35]2[N:41]=[C:40]([CH2:42][CH2:43][NH:44]C(=O)OC(C)(C)C)[NH:39][C:36]2=[N:37][CH:38]=1.C(O)(C(F)(F)F)=O>C(Cl)Cl>[Br:32][C:33]1[C:34]([N:52]2[CH2:57][CH2:56][N:55]([CH2:58][C:59]3[CH:60]=[N:61][CH:62]=[CH:63][CH:64]=3)[CH2:54][CH2:53]2)=[C:35]2[N:41]=[C:40]([CH2:42][CH2:43][NH2:44])[NH:39][C:36]2=[N:37][CH:38]=1. Procedure details: This was prepared using the same procedure as for (4-(6-bromo-7-(4-(pyridin-3-ylmethyl)piperazin-1-yl)-3H-imidazo[4,5-b]pyridin-2-yl)phenyl)methanamine, but here using tert-butyl 2-(6-bromo-7-(4-(pyridin-3-ylmethyl)piperazin-1-yl)-3H-imidazo[4,5-b]pyridin-2-yl)ethylcarbamate (20 mg, 0.058 mmol), TFA (0.2 mL) and CH2Cl2 (1 mL). The same purification procedure gave the desired product (15 mg, 93%) as a colourless solid; δH (500 MHz, DMSO-d6) 2.58 (s, br, 4H, piperazine N(CH2)2), 2.87 (t, J=6.7 Hz,... Reactants: C1(=CC=C(C=C1)S(=O)(=O)[O-])C.[NH+]1=CC=CC=C1 (pyridinium para-toluenesulfonate), OC[C@@H](C(=O)OC)C (methyl (S)-(+)-3-hydroxy-2-methylpropionate), C(=C)OCC(C)C (isobutyl vinyl ether). Solvent: C1(=CC=CC=C1)C (toluene). Conditions: time 4 hour. Product: C[C@H](C(=O)OC)COC(C)OCC(C)C (Methyl (S)-2-Methyl-3-(1-isobutoxyethoxy)propionate). As a reaction SMILES: C1(C)C=CC(S([O-])(=O)=O)=CC=1.[NH+]1C=CC=CC=1.[OH:18][CH2:19][C@H:20]([CH3:25])[C:21]([O:23][CH3:24])=[O:22].[CH:26]([O:28][CH2:29][CH:30]([CH3:32])[CH3:31])=[CH2:27]>C1(C)C=CC=CC=1>[CH3:25][C@@H:20]([CH2:19][O:18][CH:26]([O:28][CH2:29][CH:30]([CH3:32])[CH3:31])[CH3:27])[C:21]([O:23][CH3:24])=[O:22] |f:0.1|. Procedure: A catalytic amount of pyridinium para-toluenesulfonate was added to 5.9 g (0.05 mole) of methyl (S)-(+)-3-hydroxy-2-methylpropionate. Thereto was dropwise added 5.5 g (0.055 mole) of isobutyl vinyl ether at room temperature. Then, stirring was conducted at room temperature for 4 hours to give rise to a reaction. Thereto was added 100 ml of toluene. The resulting mixture was washed with 50 ml of a 0.1% aqueous sodium hydroxide solution and 20 ml of water in this order. The washed material was sub... Isolated yield 45.8%. Yields the product CN(C(C1=CC=C(C=C1)OCCCCC1CC=2C(C(=C(C(C2C1)=O)OC)OC)=O)=O)C (N,N-Dimethyl-4-[4-(5,6-dimethoxy-4,7-dioxoindan-2-yl)butoxy]benzamide). The solvent is O (water), O (Water). Conditions: time 15 minute. Procedure: A water (1.0 ml) solution of CAN (1.07 g, 1.96 mmols) was dropwise added to an acetonitrile (8.0 ml) solution of N,N-dimethyl-4-[4-(4,5,6,7-tetramethoxyindan-2-yl)butoxy]benzamide (358 mg, 0.782 mmols), with cooling with ice, and stirred for 15 minutes. Water was added to the reaction mixture, which was then extracted with ethyl acetate. The organic layer was washed with water and a saturated aqueous sodium chloride solution, and then dried. The solvent was evaporated out in vacuo, and the resul... Starting materials: O=[N+]([O-])[O-].[O-][N+]([O-])=O.[O-][N+]([O-])=O.[O-][N+]([O-])=O.[O-][N+]([O-])=O.[O-][N+]([O-])=O.[Ce+4].[NH4+].[NH4+] (CAN), C(C)#N (acetonitrile), CN(C(C1=CC=C(C=C1)OCCCCC1CC2=C(C(=C(C(=C2C1)OC)OC)OC)OC)=O)C (N,N-dimethyl-4-[4-(4,5,6,7-tetramethoxyindan-2-yl)butoxy]benzamide). As a reaction SMILES: O=[N+]([O-])[O-].[O-][N+](=O)[O-].[O-][N+](=O)[O-].[O-][N+](=O)[O-].[O-][N+](=O)[O-].[O-][N+](=O)[O-].[Ce+4].[NH4+].[NH4+].C(#N)C.[CH3:31][N:32]([CH3:63])[C:33](=[O:62])[C:34]1[CH:39]=[CH:38][C:37]([O:40][CH2:41][CH2:42][CH2:43][CH2:44][CH:45]2[CH2:53][C:52]3[C:47](=[C:48]([O:60]C)[C:49]([O:58][CH3:59])=[C:50]([O:56][CH3:57])[C:51]=3[O:54]C)[CH2:46]2)=[CH:36][CH:35]=1>O>[CH3:63][N:32]([CH3:31])[C:33](=[O:62])[C:34]1[CH:39]=[CH:38][C:37]([O:40][CH2:41][CH2:42][CH2:43][CH2:44][CH:45]2[CH2:53][C:52]3[C:51](=[O:54])[C:50]([O:56][CH3:57])=[C:49]([O:58][CH3:59])[C:48](=[O:60])[C:47]=3[CH2:46]2)=[CH:36][CH:35]=1 |f:0.1.2.3.4.5.6.7.8|. RXN SMILES: C[O:2][C:3](=[O:28])[CH2:4][CH2:5][CH2:6][CH2:7][CH2:8][CH2:9][CH2:10][N:11]1[C:15]2[CH:16]=[CH:17][CH:18]=[CH:19][C:14]=2[N:13]([CH2:20][C:21]2[CH:26]=[CH:25][CH:24]=[CH:23][CH:22]=2)[C:12]1=[O:27].[OH-].[Na+]>>[CH2:20]([N:13]1[C:14]2[CH:19]=[CH:18][CH:17]=[CH:16][C:15]=2[N:11]([CH2:10][CH2:9][CH2:8][CH2:7][CH2:6][CH2:5][CH2:4][C:3]([OH:28])=[O:2])[C:12]1=[O:27])[C:21]1[CH:22]=[CH:23][CH:24]=[CH:25][CH:26]=1 |f:1.2|. Yields the product C(C1=CC=CC=C1)N1C(N(C2=C1C=CC=C2)CCCCCCCC(=O)O)=O (8-(3-Benzyl-2-oxo-benzimidazolin-1-yl)-caprylic acid). Reactants: COC(CCCCCCCN1C(N(C2=C1C=CC=C2)CC2=CC=CC=C2)=O)=O (8-(3-benzyl-2-oxo-benzimidazolin-1-yl)-caprylic acid methyl ester), [OH-].[Na+] (sodium hydroxide). Procedure details: The product is produced as described in example 22 from 4.3 g. of 8-(3-benzyl-2-oxo-benzimidazolin-1-yl)-caprylic acid methyl ester and 0.5 g. of sodium hydroxide. Starting materials: CC(C)c1ccc(N)c(Br)c1, Cc1ccc(N(C)c2nc(C)cc(C)n2)c(Br)c1, OCCO. The product is Cc1cc(C)nc(Nc2ccc(C(C)C)cc2Br)n1. As a reaction SMILES: [Br:19][c:20]1[c:21]([NH2:22])[cH:23][cH:24][c:25]([CH:27]([CH3:28])[CH3:29])[cH:26]1.[Br:1][c:2]1[cH:3][c:4]([CH3:5])[cH:6][cH:7][c:8]1[N:9]([c:10]1[n:11][c:12]([CH3:17])[cH:13][c:14]([CH3:16])[n:15]1)[CH3:18].[OH:30][CH2:31][CH2:32][OH:33]>>[c:10]1([NH:22][c:21]2[c:20]([Br:19])[cH:26][c:25]([CH:27]([CH3:28])[CH3:29])[cH:24][cH:23]2)[n:11][c:12]([CH3:17])[cH:13][c:14]([CH3:16])[n:15]1. The reactants are [O-]P(=O)([O-])[O-].[K+].[K+].[K+] (K3PO4), C(C)(C)(C)OC(NCCNS(=O)(=O)C=1C=2C=CN=CC2C=C(C1)Br)=O ([2-(7-bromo-isoquinoline-5-sulfonylamino)-ethyl]-carbamic acid tert-butyl ester), FC(C=1C=C(C=CC1)B(O)O)F (3-(difluoromethyl)phenylboronic acid). Reagents/catalysts: C1=CC=C(C=C1)P([C-]2C=CC=C2)C3=CC=CC=C3.C1=CC=C(C=C1)P([C-]2C=CC=C2)C3=CC=CC=C3.Cl[Pd]Cl.[Fe+2] (PdCl2(dppf)). Run in O (water), COCCOC.CO (DME methanol). Reaction conditions: temperature 82 celsius. Yields the product NCCNS(=O)(=O)C=1C=2C=CN=CC2C=C(C1)C1=CC(=CC=C1)C(F)F (7-(3-difluoromethylphenyl)-isoquinoline-5-sulfonic acid (2-amino-ethyl)-amide). Yield: 88.3%. RXN SMILES: C(OC(=O)[NH:7][CH2:8][CH2:9][NH:10][S:11]([C:14]1[C:15]2[CH:16]=[CH:17][N:18]=[CH:19][C:20]=2[CH:21]=[C:22](Br)[CH:23]=1)(=[O:13])=[O:12])(C)(C)C.[F:26][CH:27]([F:37])[C:28]1[CH:29]=[C:30](B(O)O)[CH:31]=[CH:32][CH:33]=1.[O-]P([O-])([O-])=O.[K+].[K+].[K+]>COCCOC.CO.O.C1C=CC(P(C2C=CC=CC=2)[C-]2C=CC=C2)=CC=1.C1C=CC(P(C2C=CC=CC=2)[C-]2C=CC=C2)=CC=1.Cl[Pd]Cl.[Fe+2]>[NH2:7][CH2:8][CH2:9][NH:10][S:11]([C:14]1[C:15]2[CH:16]=[CH:17][N:18]=[CH:19][C:20]=2[CH:21]=[C:22]([C:32]2[CH:31]=[CH:30][CH:29]=[C:28]([CH:27]([F:37])[F:26])[CH:33]=2)[CH:23]=1)(=[O:12])=[O:13] |f:2.3.4.5,6.7,9.10.11.12|. Reported procedure: Dissolve [2-(7-bromo-isoquinoline-5-sulfonylamino)-ethyl]-carbamic acid tert-butyl ester (0.13 g, 0.30 mmol) and 3-(difluoromethyl)phenylboronic acid (0.057 g, 0.33 mmol) in DME-methanol (8:1, 10 ml). To the mixture, add K3PO4 (0.13 g, 0.60 mmol), and PdCl2(dppf) (0.012 g, 0.015 mmol). Heat this mixture at 82° C. overnight. Cool the reaction mixture, dilute with water and extract with EtOAc. Wash with brine and evaporate to dryness. Purify by silica gel chromatography to give the desired compoun...